From a dataset of the Open Reaction Database (ORD), a public repository of structured organic reaction records. describe an organic reaction: reactants, conditions, products, and yield The reactants are O=C1C=CC(=O)C=C1, C1CCOC1, CCOCC, [Cl-], COC(=O)CCS(=O)(=O)NCc1c(F)cccc1CC=Cc1ccccc1, [Li+], [Na+], [Na+], O=C([O-])[O-]. Yields the product COC(=O)CCS(=O)(=O)N1Cc2c(F)cccc2C=C1Cc1ccccc1. RXN SMILES: [C:28]1(=[O:29])[CH:30]=[CH:31][C:32](=[O:33])[CH:34]=[CH:35]1.[CH2:44]1[O:45][CH2:46][CH2:47][CH2:48]1.[CH3:49][CH2:50][O:51][CH2:52][CH3:53].[Cl-:37].[F:1][c:2]1[c:3]([CH2:4][NH:5][S:6](=[O:7])(=[O:8])[CH2:9][CH2:10][C:11](=[O:12])[O:13][CH3:14])[c:15]([CH2:19][CH:20]=[CH:21][c:22]2[cH:23][cH:24][cH:25][cH:26][cH:27]2)[cH:16][cH:17][cH:18]1.[Li+:36].[Na+:38].[Na+:39].[O-:40][C:41](=[O:42])[O-:43]>>[F:1][c:2]1[c:3]2[c:15]([cH:16][cH:17][cH:18]1)[CH:19]=[C:20]([CH2:21][c:22]1[cH:23][cH:24][cH:25][cH:26][cH:27]1)[N:5]([S:6](=[O:7])(=[O:8])[CH2:9][CH2:10][C:11](=[O:12])[O:13][CH3:14])[CH2:4]2. Reactants: CCCC1CCC(=O)O1, Cc1ccccc1. The product is CCCC1CCC(O)O1. Reaction SMILES: [CH2:1]([CH2:2][CH3:3])[CH:4]1[CH2:5][CH2:6][C:7](=[O:9])[O:8]1.[CH3:10][c:11]1[cH:12][cH:13][cH:14][cH:15][cH:16]1>>[CH2:1]([CH2:2][CH3:3])[CH:4]1[CH2:5][CH2:6][CH:7]([OH:9])[O:8]1.